This data is from the Open Reaction Database (ORD), a public repository of structured organic reaction records. The task is: describe an organic reaction: reactants, conditions, products, and yield Reactants: BrC1=NC(=CC=C1)N(N)C (2-Bromo-6-(1-methylhydrazinyl)pyridine), CC1N(CCC(C1)=O)C(=O)OC(C)(C)C (tert-butyl 2-methyl-4-oxopiperidine-1-carboxylate), C1(=CC=C(C=C1)S(=O)(=O)O)C (para-toluenesulphonic acid), C([O-])([O-])=O.[K+].[K+] (potassium carbonate), C(=O)(OC(C)(C)C)OC(=O)OC(C)(C)C (di-tert-butyl dicarbonate). Run in CCO (EtOH), O (water), C(C)(C)O (isopropanol). Run at temperature 160 celsius, time 16 hour. The product is BrC1=CC=C2C(=N1)N(C1=C2CN(C(C1)C)C(=O)OC(C)(C)C)C (tert-Butyl 2-bromo-7,9-dimethyl-5,7,8,9-tetrahydro-6H-pyrido[3′,4′:4,5]pyrrolo[2,3-b]pyridine-6-carboxylate). The yield is 11.9%. Reaction SMILES: [Br:1][C:2]1[CH:7]=[CH:6][CH:5]=[C:4]([N:8]([CH3:10])N)[N:3]=1.[CH3:11][CH:12]1[CH2:17][C:16](=O)[CH2:15][CH2:14][N:13]1[C:19]([O:21][C:22]([CH3:25])([CH3:24])[CH3:23])=[O:20].C1(C)C=CC(S(O)(=O)=O)=CC=1.C(=O)([O-])[O-].[K+].[K+].C(OC(OC(C)(C)C)=O)(OC(C)(C)C)=O>CCO.O.C(O)(C)C>[Br:1][C:2]1[N:3]=[C:4]2[N:8]([CH3:10])[C:16]3[CH2:17][CH:12]([CH3:11])[N:13]([C:19]([O:21][C:22]([CH3:23])([CH3:25])[CH3:24])=[O:20])[CH2:14][C:15]=3[C:5]2=[CH:6][CH:7]=1 |f:3.4.5|. Procedure details: 2-Bromo-6-(1-methylhydrazinyl)pyridine (1.60 g, 7.98 mmol) and tert-butyl 2-methyl-4-oxopiperidine-1-carboxylate (enantiomer B) (1.70 g, 7.98 mmol) were heated in EtOH (10 mL) at reflux for 16 h and then the mixture was concentrated to provide a white foam. This foam was combined with para-toluenesulphonic acid (3.18 g, 16.7 mmol) and heated to 160° C. for 10 minutes. The mixture was allowed to cool and isopropanol (20 mL), water (8 mL), potassium carbonate (5.00 g, 36.2 mmol), and di-tert-butyl... The reactants are [Na] (Sodium), COC=1C=C(C=CC1OC)S (3,4-dimethoxybenzenethiol), CS(=O)(=O)OC(C(C(=O)OC)(C)C)CCCCC1=CC=CC=C1 (methyl 3-methanesulfonyloxy-2,2-dimethyl-7-phenylheptanoate). Solvent: CO (MeOH), CO (MeOH), CO (MeOH). Run at time 8 hour. The product is COC=1C=C(C=CC1OC)SC(C(C(=O)OC)(C)C)CCCCC1=CC=CC=C1 (methyl 3-(3,4-dimethoxyphenylsulfanyl)-2,2-dimethyl-7-phenylheptanoate). Yield: 44.6%. As a reaction SMILES: [Na].[CH3:2][O:3][C:4]1[CH:5]=[C:6]([SH:12])[CH:7]=[CH:8][C:9]=1[O:10][CH3:11].CS(O[CH:18]([CH2:26][CH2:27][CH2:28][CH2:29][C:30]1[CH:35]=[CH:34][CH:33]=[CH:32][CH:31]=1)[C:19]([CH3:25])([CH3:24])[C:20]([O:22][CH3:23])=[O:21])(=O)=O>CO>[CH3:2][O:3][C:4]1[CH:5]=[C:6]([S:12][CH:18]([CH2:26][CH2:27][CH2:28][CH2:29][C:30]2[CH:31]=[CH:32][CH:33]=[CH:34][CH:35]=2)[C:19]([CH3:25])([CH3:24])[C:20]([O:22][CH3:23])=[O:21])[CH:7]=[CH:8][C:9]=1[O:10][CH3:11] |^1:0|. Reported procedure: Sodium (0.5 g, 2.2 mmol) is added to MeOH (10 mL) cooled in ice. When the reaction is complete a solution of 3,4-dimethoxybenzenethiol (6 g, 3.5 mmol) in MeOH (5 mL) is added. After 2 minutes a solution of methyl 3-methanesulfonyloxy-2,2-dimethyl-7-phenylheptanoate (3 g, 8.8 mmol) in MeOH (5 mL) is added. The cooling bath is removed and the reaction is stirred at room temperature overnight. The solvent is removed in vacuo, CH2Cl2 (50 mL) added and the solution washed with NaHCO3 (50 mL), 1 N HCl...